From a dataset of the Open Reaction Database (ORD), a public repository of structured organic reaction records. describe an organic reaction: reactants, conditions, products, and yield The reactants are FC1=CN=CC=2C=CC=C(C12)S(=O)(=O)Cl (4-fluoro-5-isoquinolinesulfonyl chloride), C(C)(C)(C)OC(=O)N(C)C1CN(CC1)S(=O)(=O)C=1C=2C(=CN=CC2C=CC1)F (3-[N-(tert-Butoxycarbonyl)-N-methylamino]-1-(4-fluoro-5-isoquinolinesulfonyl)pyrrolidine), C(C)(C)(C)OC(=O)N(C)C1CN(CC1)S(=O)(=O)C=1C=2C(=CN=CC2C=CC1)F (3-[N-(tert-Butoxycarbonyl)-N-methylamino]-1-(4-fluoro-5-isoquinolinesulfonyl)pyrrolidine), C(C)(C)(C)OC(=O)N(C)C1CNCC1 (3-[N-(tert-butoxycarbonyl)-N-methyl-amino]pyrrolidine), C(C)(C)(C)OC(=O)N(C)[C@@H]1CNCC1 ((S)-3-[N-(tert-butoxycarbonyl)-N-methyl-amino]pyrrolidine), BrC1=CN=CC=2C=CC=C(C12)S(=O)(=O)Cl (4-bromo-5-isoquinolinesulfonyl chloride). Product: FC1=CN=CC=2C=CC=C(C12)S(=O)(=O)N1CC(CC1)NC ((R/S)-1-(4-Fluoro-5-isoquinolinesulfonyl)-3-(methylamino)pyrrolidine), Cl (hydrochloride). As a reaction SMILES: C(O[C:6]([N:8]([CH:10]1[CH2:14][CH2:13][N:12]([S:15]([C:18]2[C:19]3[C:20]([F:28])=[CH:21][N:22]=[CH:23][C:24]=3[CH:25]=[CH:26][CH:27]=2)(=[O:17])=[O:16])[CH2:11]1)C)=O)(C)(C)C.FC1C2C(S([Cl:43])(=O)=O)=CC=CC=2C=NC=1.C(OC(N(C1CCNC1)C)=O)(C)(C)C.BrC1C2C(S(Cl)(=O)=O)=CC=CC=2C=NC=1.C(OC(N([C@H]1CCNC1)C)=O)(C)(C)C>>[F:28][C:20]1[C:19]2[C:18]([S:15]([N:12]3[CH2:13][CH2:14][CH:10]([NH:8][CH3:6])[CH2:11]3)(=[O:16])=[O:17])=[CH:27][CH:26]=[CH:25][C:24]=2[CH:23]=[N:22][CH:21]=1.[ClH:43]. Reported procedure: 3-[N-(tert-Butoxycarbonyl)-N-methylamino]-1-(4-fluoro-5-isoquinolinesulfonyl)pyrrolidine (Intermediate 22) can be prepared by using 4-fluoro-5-isoquinolinesulfonyl chloride and 3-[N-(tert-butoxycarbonyl)-N-methyl-amino]pyrrolidine in the method of Example 1-3, Step A instead of 4-bromo-5-isoquinolinesulfonyl chloride and (S)-3-[N-(tert-butoxycarbonyl)-N-methyl-amino]pyrrolidine, respectively, and then used in the method of Example 1-3, Step B in a similar manner to obtain the title compound as h... The reactants are Cl (hydrochloric acid), [OH-].[Na+] (sodium hydroxide), COC(CCC1=C(C2=C(N(N=C2C=C1)C)C)C(=O)OC)=O (methyl 5-(3-methoxy-3-oxopropyl)-2,3-dimethyl-2H-indazole-4-carboxylate), [H-].[Na+] (sodium hydride). Reagents/catalysts: CO (methanol). Run in O1CCCC1 (tetrahydrofuran). Conditions: temperature 100 celsius, time 1 hour. Product: CC=1N(N=C2C=CC3=C(C12)C(CC3)=O)C (1,2-dimethyl-6,7-dihydrocyclopenta[e]indazol-8(2H)-one). Isolated yield 79.4%. RXN SMILES: COC(=O)[CH2:4][CH2:5][C:6]1[CH:14]=[CH:13][C:12]2[C:8](=[C:9]([CH3:16])[N:10]([CH3:15])[N:11]=2)[C:7]=1[C:17]([O:19]C)=O.[H-].[Na+].Cl.[OH-].[Na+]>O1CCCC1.CO>[CH3:16][C:9]1[N:10]([CH3:15])[N:11]=[C:12]2[C:8]=1[C:7]1[C:17](=[O:19])[CH2:4][CH2:5][C:6]=1[CH:14]=[CH:13]2 |f:1.2,4.5|. Procedure details: To a suspension of methyl 5-(3-methoxy-3-oxopropyl)-2,3-dimethyl-2H-indazole-4-carboxylate (666 mg, 2.29 mmol) and 60% sodium hydride (183 mg, 4.59 mmol) in tetrahydrofuran (23 mL) was added methanol (1 drop), and the mixture was heated under reflux for 3 hr. The reaction solution was concentrated to dryness to give yellow-brown crystals. The obtained crystals were gradually added to 12M hydrochloric acid (12 mL) heated to 100° C., and the mixture was stirred for 1 hr. The reaction solution was ... The reactants are CS(=O)C (dimethyl sulfoxide), CC1CN(CCN1)C2=C(C=C3C(=C2OC)N(C=C(C3=O)C(=O)O)C4CC4)F.Cl (Gatifloxacin acid), CS(=O)C (DMSO), CC1NCCNC1 (2-methylpiperazine). Solvent: O (water). Run at temperature 48 celsius. Yields the product CC1CN(CCN1)C2=C(C=C3C(=C2OC)N(C=C(C3=O)C(=O)O)C4CC4)F (gatifloxacin). Reaction SMILES: CS(C)=O.CC1CNCCN1.[CH3:12][CH:13]1[NH:18][CH2:17][CH2:16][N:15]([C:19]2[C:24]([O:25][CH3:26])=[C:23]3[N:27]([CH:35]4[CH2:37][CH2:36]4)[CH:28]=[C:29]([C:32]([OH:34])=[O:33])[C:30](=[O:31])[C:22]3=[CH:21][C:20]=2[F:38])[CH2:14]1.Cl>O>[CH3:12][CH:13]1[NH:18][CH2:17][CH2:16][N:15]([C:19]2[C:24]([O:25][CH3:26])=[C:23]3[N:27]([CH:35]4[CH2:37][CH2:36]4)[CH:28]=[C:29]([C:32]([OH:34])=[O:33])[C:30](=[O:31])[C:22]3=[CH:21][C:20]=2[F:38])[CH2:14]1 |f:2.3|. Reported procedure: A 140 liter reactor equipped with mechanical stirrer, condenser and thermometer, was charged with dimethyl sulfoxide (DMSO, 120 L). The DMSO was heated to 55° C. and the reactor was charged with 2-methylpiperazine (8.6 kg). Gatifloxacin acid was charged, in four portions, every 2 hours (3×4=12 Kg). The reaction mixture was stirred at a rate of 110 rpm under nitrogen atmosphere. The temperature was maintained for 24 hours until completion of the reaction. The reaction mixture was cooled to 48° C....